This data is from the Open Reaction Database (ORD), a public repository of structured organic reaction records. The task is: describe an organic reaction: reactants, conditions, products, and yield The reactants are isobutyric acid nitrile, [Li+].CC(C)[N-]C(C)C (LDA), C(CCC)[Li] (n-butyllithium), C(C)(C)NC(C)C (diisopropylamine), C(C1=CC=CC=C1)OCCC=O (3-benzyloxy-1-propanaldehyde), S(O)(O)(=O)=O (sulfuric acid). The product is C(C1=CC=CC=C1)OCCC(C(C#N)(C)C)O (5-Benzyloxy-2,2-dimethyl-3(R,S)-hydroxy-pentane-nitrile). Solvent: CCOCC (ether), C1CCOC1 (THF). As a reaction SMILES: [Li+].CC([N-][CH:6]([CH3:8])[CH3:7])C.C([Li])CCC.[CH:14]([NH:17]C(C)C)(C)C.[CH2:21]([O:28][CH2:29][CH2:30][CH:31]=[O:32])[C:22]1[CH:27]=[CH:26][CH:25]=[CH:24][CH:23]=1.S(=O)(=O)(O)O>C1COCC1.CCOCC>[CH2:21]([O:28][CH2:29][CH2:30][CH:31]([OH:32])[C:6]([CH3:7])([CH3:8])[C:14]#[N:17])[C:22]1[CH:27]=[CH:26][CH:25]=[CH:24][CH:23]=1 |f:0.1|. Conditions: temperature -65 celsius, time 20 minute. Reported procedure: 5.47 g (79.17 mmol) of isobutyric acid nitrile is added in drops at −65° C. to an LDA solution (produced from 33.64 g (79.17 mmol) of n-butyllithium 15% in hexane, (1.6 M) and 80.1 g (79.17 mmol) of diisopropylamine), and it is stirred for 20 minutes at −65° C. Then, a solution that consists of 10 g (60.9 mmol) of 3-benzyloxy-1-propanaldehyde in 20 ml of THF is added in drops (over 60 minutes). The temperature is kept at −65° C.! Then, it is stirred for one more hour. It is now heated to −20° C.... Reactants: C(C)#N (acetonitrile), P(=O)(Cl)(Cl)Cl (Phosphoryl chloride), CN1C(C=CC2=CC=CC=C12)=CC(=O)C=C1N(C2=CC=CC=C2C=C1)C (1,3-Bis(1-methyl-2-(1H)-quinolylidene)acetone), Cl(=O)(=O)(=O)[O-].C(C)[NH+]1C(N(C=2C1=NC1=CC=CC=C1N2)CC)C#CC=C2N(C=1C(=NC3=CC=CC=C3N1)N2CC)CC (1,3-Diethyl-2-[(1,3-diethyl-1H-imidazo[4,5-b]quinoxalin-2-(3H)-ylidene)-1-propynyl]-1H-imidazo[4,5-b]quinoxalinium perchlorate). The solvent is N1=CC=CC=C1 (pyridine). Run at time 5 minute. Yields the product Cl(=O)(=O)(=O)[O-].C[N+]1=C(C=CC2=CC=CC=C12)C#CC=C1N(C2=CC=CC=C2C=C1)C (1-Methyl-2-[(1-methyl-2(1H)-quinolylidene)-1-propynyl]quinolinium perchlorate). Isolated yield 35.0%. Reaction SMILES: P(Cl)(Cl)(Cl)=O.[CH3:6][N:7]1[C:16]2[C:11](=[CH:12][CH:13]=[CH:14][CH:15]=2)[CH:10]=[CH:9][C:8]1=[CH:17][C:18]([CH:20]=[C:21]1[CH:30]=[CH:29][C:28]2[C:23](=[CH:24][CH:25]=[CH:26][CH:27]=2)[N:22]1[CH3:31])=O.[Cl:32]([O-:36])(=[O:35])(=[O:34])=[O:33].C([NH+]1C2=NC3C(N=C2N(CC)C1C#CC=C1N(CC)C2=NC4C(N=C2N1CC)=CC=CC=4)=CC=CC=3)C.C(#N)C>N1C=CC=CC=1>[Cl:32]([O-:36])(=[O:35])(=[O:34])=[O:33].[CH3:6][N+:7]1[C:16]2[C:11](=[CH:12][CH:13]=[CH:14][CH:15]=2)[CH:10]=[CH:9][C:8]=1[C:17]#[C:18][CH:20]=[C:21]1[CH:30]=[CH:29][C:28]2[C:23](=[CH:24][CH:25]=[CH:26][CH:27]=2)[N:22]1[CH3:31] |f:2.3,6.7|. Procedure details: Phosphoryl chloride (1.0 ml) is added to a stirred suspension of 1,3-Bis(1-methyl-2-(1H)-quinolylidene)acetone (0.68 g, 0.002 mol) in pyridine (10 ml). The mixture is stirred for 5 min., then the solid is collected and washed with a little pyridine, then with ether. The dye is converted to its perchlorate salt by solution in methanol, followed by addition of aqueous sodium perchlorate solution. After recrystallization from acetonitrile, the yield of purified dye is 0.30 g (36%) with the melting ...